Dataset: the Open Reaction Database (ORD), a public repository of structured organic reaction records. Task: describe an organic reaction: reactants, conditions, products, and yield The reactants are CC(=O)C(C)Br, CCOC(=O)CC(C)=O, CC[O-], CCO, [Na+], [Na]. Yields the product CCOC(=O)C(C(C)=O)C(C)C(C)=O. RXN SMILES: [Br:15][CH:16]([C:17]([CH3:18])=[O:19])[CH3:20].[C:2]([CH2:3][C:4](=[O:5])[CH3:6])(=[O:7])[O:8][CH2:9][CH3:10].[CH3:12][CH2:13][O-:14].[CH3:21][CH2:22][OH:23].[Na+:11].[Na:1]>>[C:2]([CH:3]([C:4](=[O:5])[CH3:6])[CH:16]([C:17]([CH3:18])=[O:19])[CH3:20])(=[O:7])[O:8][CH2:9][CH3:10]. Starting materials: CCN(CC)C(=O)C=CCC(C)C, CCO, CCCCCC, CC(=O)O, N#C[K]. Product: CCN(CC)C(=O)CC(C#N)CC(C)C. As a reaction SMILES: [CH2:1]([CH3:2])[N:3]([C:4]([CH:5]=[CH:6][CH2:7][CH:8]([CH3:9])[CH3:10])=[O:11])[CH2:12][CH3:13].[CH3:17][CH2:18][OH:19].[CH3:20][CH2:21][CH2:22][CH2:23][CH2:24][CH3:25].[CH3:26][C:27](=[O:28])[OH:29].[K:14][C:15]#[N:16]>>[CH2:1]([CH3:2])[N:3]([C:4]([CH2:5][CH:6]([CH2:7][CH:8]([CH3:9])[CH3:10])[C:15]#[N:16])=[O:11])[CH2:12][CH3:13]. Reactants: FC=1C=C(C#N)C=C(C1C=O)F (3,5-difluoro-4-formylbenzonitrile), [BH4-].[Na+] (NaBH4). Solvent: CCO (EtOH). Run at temperature 0 celsius, time 2 hour. Product: FC=1C=C(C#N)C=C(C1CO)F (3,5-difluoro-4-(hydroxymethyl)benzonitrile). RXN SMILES: [F:1][C:2]1[CH:3]=[C:4]([CH:7]=[C:8]([F:12])[C:9]=1[CH:10]=[O:11])[C:5]#[N:6].[BH4-].[Na+]>CCO>[F:1][C:2]1[CH:3]=[C:4]([CH:7]=[C:8]([F:12])[C:9]=1[CH2:10][OH:11])[C:5]#[N:6] |f:1.2|. Reported procedure: To a solution of 3,5-difluoro-4-formylbenzonitrile (1.0 g, 6.0 mmol) in EtOH (15 mL) at 0° C. was added NaBH4 (113 mg, 0.5 equiv). After stirring 2 h at 0° C., the reaction mixture was quenched with water and concentrated under reduced pressure. The crude residue was dissolved in DCM, washed with brine, dried over Na2SO4 and concentrated to give 3,5-difluoro-4-(hydroxymethyl)benzonitrile as a solid. All material was used in the next step. 1H NMR (400 MHz, CDCl3) δ 7.29-7.15 (m, 2H), 4.82 (d, J=6... Starting materials: C([O-])([O-])=O.[Cs+].[Cs+] (Cesium carbonate), BrC1=CC=2C3(C4=CC(=CC=C4OC2C=C1)O)NC(COC3)=O (2′-bromo-7′-hydroxyspiro[morpholine-3,9′-xanthen]-5-one), ICC(C)(C)C (1-iodo-2,2-dimethylpropane). Reaction conditions: temperature 115 celsius. The product is BrC1=CC=2[C@@]3(C4=CC(=CC=C4OC2C=C1)OCC(C)(C)C)NC(COC3)=O ((R)-2′-bromo-7′-(neopentyloxy)spiro[morpholine-3,9′-xanthen]-5-one). RXN SMILES: [Br:1][C:2]1[CH:15]=[CH:14][C:13]2[O:12][C:11]3[C:6](=[CH:7][C:8]([OH:16])=[CH:9][CH:10]=3)[C:5]3([CH2:21][O:20][CH2:19][C:18](=[O:22])[NH:17]3)[C:4]=2[CH:3]=1.C(=O)([O-])[O-].[Cs+].[Cs+].I[CH2:30][C:31]([CH3:34])([CH3:33])[CH3:32]>CN(C=O)C>[Br:1][C:2]1[CH:15]=[CH:14][C:13]2[O:12][C:11]3[C:6](=[CH:7][C:8]([O:16][CH2:30][C:31]([CH3:34])([CH3:33])[CH3:32])=[CH:9][CH:10]=3)[C@:5]3([CH2:21][O:20][CH2:19][C:18](=[O:22])[NH:17]3)[C:4]=2[CH:3]=1 |f:1.2.3|. Procedure: In a 25-ml flask, 2′-bromo-7′-hydroxyspiro[morpholine-3,9′-xanthen]-5-one (0.020 g, 0.055 mmol) was dissolved in DMF (1 mL). Cesium carbonate (0.043 g, 0.133 mmol) was added, followed by 1-iodo-2,2-dimethylpropane (0.022 g, 0.110 mmol). The reaction was heated in a 115° C. oil bath for 10 h. The reaction was cooled to ambient temperature and concentrated. The residue was taken up in 0.3 M aqueous HCl (15 mL) and the aqueous layer was extracted with EtOAc (3×20 mL). The organic layers were combin... Solvent: CN(C)C=O (DMF). Starting materials: C(CCCC)=O (valeraldehyde), C(C=CCCC)(=O)O (hexenoic acid). Solvent: O (water). The product is C(C=CCCCC)(=O)O (heptenoic acid). Yield: 84.8%. As a reaction SMILES: [C:1]([OH:8])(=[O:7])[CH:2]=[CH:3][CH2:4][CH2:5][CH3:6].[CH:9](=O)CCCC>O>[C:1]([OH:8])(=[O:7])[CH:2]=[CH:3][CH2:4][CH2:5][CH2:6][CH3:9]. Reported procedure: The procedure followed was analogous to part (b) of Example 1, with the exception that (before the cracking reaction) the mixture was heated with 50 g of water at 90° C. for 60 minutes. 268 g of heptenoic acid (boiling point 139°-141° C./25) were obtained, corresponding to a yield of 84.8%, relative to valeraldehyde which had reacted. Reported procedure: 1.0 g of a concentrate containing (R)-3-benzyloxypyrrolidine obtained in Example 15 (purity of 86.6%) containing (R)-3-hydroxypyrrolidine(content of 0.12 wt %) and benzyl alcohol (content of 1.9 wt %) as impurities was dissolved in 9 ml of isopropanol, followed by adding 240 mg of sulfuric acid under ice cold conditions. After stirring for a while, the mixture was concentrated and dried under reduced pressure, thereby obtaining a concentrate. After the concentrate was dispersed in 4.0 g of ethyl... Isolated yield 7.0%. The solvent is C(C)(C)O (isopropanol), C(C)(=O)OCC (ethyl acetate), CCCCCC (hexane), C(C)(C)O (isopropanol). Reactants: concentrate, C(C1=CC=CC=C1)O[C@H]1CNCC1 ((R)-3-benzyloxypyrrolidine), O[C@H]1CNCC1 ((R)-3-hydroxypyrrolidine), C(C1=CC=CC=C1)O (benzyl alcohol), S(O)(O)(=O)=O (sulfuric acid). RXN SMILES: [CH2:1]([O:8][C@@H:9]1[CH2:13][CH2:12][NH:11][CH2:10]1)[C:2]1[CH:7]=[CH:6][CH:5]=[CH:4][CH:3]=1.O[C@@H]1CCNC1.C(O)C1C=CC=CC=1.[S:28](=[O:32])(=[O:31])([OH:30])[OH:29]>C(O)(C)C.C(OCC)(=O)C.CCCCCC>[S:28]([OH:32])([OH:31])(=[O:30])=[O:29].[CH2:1]([O:8][C@@H:9]1[CH2:13][CH2:12][NH:11][CH2:10]1)[C:2]1[CH:3]=[CH:4][CH:5]=[CH:6][CH:7]=1 |f:7.8|. Conditions: temperature 40 celsius. Product: dry crystal, S(=O)(=O)(O)O.C(C1=CC=CC=C1)O[C@H]1CNCC1 ((R)-3-benzyloxypyrrolidine sulfate). Procedure details: In 10 ml of ethyl acetate was dissolved 400 mg of 20-(5,5-dimethyl-1,3-dioxan-2-yl)-3β-(tert-butyldimethylsilyl)oxy-1α-(methoxymethyl)oxypregn-6-en-5α-ol, followed by addition of 0.2 ml of acetic acid. The mixture was refluxed in an atmosphere of argon gas for 12 hours. The reaction mixture was then worked up in the same manner as Example 124 to give 150 mg of 20-(5,5-dimethyl-1,3-dioxan-2-yl)-3β-(tert-butyldimethylsilyl)oxy-1α-(methoxymethyl)oxypregna-5,7-diene showing the following physical pr... As a reaction SMILES: [CH3:1][C:2]1([CH3:42])[CH2:7][O:6][CH:5]([CH:8]([C@@H:10]2[C@:27]3([CH3:28])[C@H:13]([C@H:14]4[C@H:24]([CH2:25][CH2:26]3)[C@:22]3([CH3:23])[C@:17](O)([CH2:18][C@@H:19]([O:33][Si:34]([C:37]([CH3:40])([CH3:39])[CH3:38])([CH3:36])[CH3:35])[CH2:20][C@@H:21]3[O:29][CH2:30][O:31][CH3:32])[CH:16]=[CH:15]4)[CH2:12][CH2:11]2)[CH3:9])[O:4][CH2:3]1.C(O)(=O)C>C(OCC)(=O)C>[CH3:42][C:2]1([CH3:1])[CH2:7][O:6][CH:5]([CH:8]([C@@H:10]2[C@:27]3([CH3:28])[C@H:13]([C:14]4[C@H:24]([CH2:25][CH2:26]3)[C@:22]3([CH3:23])[C:17]([CH2:18][C@@H:19]([O:33][Si:34]([C:37]([CH3:40])([CH3:39])[CH3:38])([CH3:35])[CH3:36])[CH2:20][C@@H:21]3[O:29][CH2:30][O:31][CH3:32])=[CH:16][CH:15]=4)[CH2:12][CH2:11]2)[CH3:9])[O:4][CH2:3]1. Run in C(C)(=O)OCC (ethyl acetate). The product is CC1(COC(OC1)C(C)[C@H]1CC[C@H]2C3=CC=C4C[C@H](C[C@@H]([C@]4(C)[C@H]3CC[C@]12C)OCOC)O[Si](C)(C)C(C)(C)C)C (20-(5,5-dimethyl-1,3-dioxan-2-yl)-3β-(tert-butyldimethylsilyl)oxy-1α-(methoxymethyl)oxypregna-5,7-diene). The yield is 38.6%. Reactants: CC1(COC(OC1)C(C)[C@H]1CC[C@H]2[C@@H]3C=C[C@]4(C[C@H](C[C@@H]([C@]4(C)[C@H]3CC[C@]12C)OCOC)O[Si](C)(C)C(C)(C)C)O)C (20-(5,5-dimethyl-1,3-dioxan-2-yl)-3β-(tert-butyldimethylsilyl)oxy-1α-(methoxymethyl)oxypregn-6-en-5α-ol), C(C)(=O)O (acetic acid). Reactants: O=Cc1ccc(-c2noc(-c3nnn(-c4ccccc4F)c3-c3ccncc3)n2)cc1, FC1CCNC1. Yields the product Fc1ccccc1-n1nnc(-c2nc(-c3ccc(CN4CCC(F)C4)cc3)no2)c1-c1ccncc1. RXN SMILES: [F:1][c:2]1[c:3](-[n:8]2[n:9][n:10][c:11](-[c:19]3[n:20][c:21](-[c:24]4[cH:25][cH:26][c:27]([CH:28]=[O:29])[cH:30][cH:31]4)[n:22][o:23]3)[c:12]2-[c:13]2[cH:14][cH:15][n:16][cH:17][cH:18]2)[cH:4][cH:5][cH:6][cH:7]1.[F:32][CH:33]1[CH2:34][NH:35][CH2:36][CH2:37]1>>[F:1][c:2]1[c:3](-[n:8]2[n:9][n:10][c:11](-[c:19]3[n:20][c:21](-[c:24]4[cH:25][cH:26][c:27]([CH2:28][N:35]5[CH2:34][CH:33]([F:32])[CH2:37][CH2:36]5)[cH:30][cH:31]4)[n:22][o:23]3)[c:12]2-[c:13]2[cH:14][cH:15][n:16][cH:17][cH:18]2)[cH:4][cH:5][cH:6][cH:7]1. Starting materials: FC1=C2C(C(=CN3C2=C(C=C1F)OCC3C)C(=O)O)=O (8,9-difluoro-3-methyl-7-oxo-2,3-dihydro-7H-[1,4]oxazino[2,3,4-ij]quinoline-6-carboxylic acid), B(F)(F)F (BF3). The product is B(OC(=O)C1=CN2C3=C(C=C(C(=C3C1=O)F)F)OCC2C)(F)F (8,9-Difluoro-3-methyl-7-oxo-2,3-dihydro-7H-[1,4]oxazino[2,3,4-ij]quinoline-6-carbonyl difluoroborate). As a reaction SMILES: [F:1][C:2]1[C:11]([F:12])=[CH:10][C:9]2[O:13][CH2:14][CH:15]([CH3:16])[N:7]3[C:8]=2[C:3]=1[C:4](=[O:20])[C:5]([C:17]([OH:19])=[O:18])=[CH:6]3.[B:21](F)([F:23])[F:22]>>[B:21]([F:23])([F:22])[O:18][C:17]([C:5]1[C:4](=[O:20])[C:3]2[C:8]3=[C:9]([O:13][CH2:14][CH:15]([CH3:16])[N:7]3[CH:6]=1)[CH:10]=[C:11]([F:12])[C:2]=2[F:1])=[O:19]. Procedure details: From 1.0 g of 8,9-difluoro-3-methyl-7-oxo-2,3-dihydro-7H-[1,4]oxazino[2,3,4-ij]quinoline-6-carboxylic acid (for preparation see Journal of Medicinal Chemistry 1992, 35 (4), 611) and 1.51 g (3 eq.) of BF3 etherate, by the same method as described for Example 38A, 1.0 g (85% of theory) of the title compound is isolated.